Task: describe an organic reaction: reactants, conditions, products, and yield. Dataset: the Open Reaction Database (ORD), a public repository of structured organic reaction records The reactants are CSC.B (borane dimethyl sulfide), FC1=C(C(=CC=C1)F)CC(=O)O (2-(2,6-difluorophenyl)acetic acid). Run in C1CCOC1 (THF). Conditions: time 3 hour. Product: FC1=C(C(=CC=C1)F)CCO (2-(2,6-Difluorophenyl)ethanol). RXN SMILES: CSC.B.[F:5][C:6]1[CH:11]=[CH:10][CH:9]=[C:8]([F:12])[C:7]=1[CH2:13][C:14](O)=[O:15]>C1COCC1>[F:5][C:6]1[CH:11]=[CH:10][CH:9]=[C:8]([F:12])[C:7]=1[CH2:13][CH2:14][OH:15] |f:0.1|. Procedure: A solution of borane dimethyl sulfide complex (2M in THF, 26 mL) was added cautiously to a solution of 2-(2,6-difluorophenyl)acetic acid (3 g) in THF (50 mL) at 0° C. The reaction was then allowed to warm to RT and stirred for 3 h. The reaction was cooled in an ice bath and cautiously quenched with methanol (10 mL). The solvent was evaporated and the residue purified by silica gel chromatography eluting with 9:1 to 4:1 isohexane:ethyl acetate gradient. The fractions containing product were combi... Starting materials: ClC1=C(C=C(C=C1)C(CCC(=O)O)=O)S(NCCCCCC)(=O)=O (4-(4-chloro-3-n-hexylsulfamoylphenyl)-4-oxobutanoic acid), C(CCCCC)N (n-hexylamine). The product is ClC1=C(C=C(C=C1)C1(CCC(N1C)=O)O)S(NCCCCCC)(=O)=O (5-(4-Chloro-3-n-hexylsulfamoylphenyl)-5-hydroxy-1-methyl-2-oxopyrrolidine). As a reaction SMILES: [Cl:1][C:2]1[CH:7]=[CH:6][C:5]([C:8](=[O:14])[CH2:9][CH2:10][C:11](O)=[O:12])=[CH:4][C:3]=1[S:15](=[O:24])(=[O:23])[NH:16][CH2:17][CH2:18][CH2:19][CH2:20][CH2:21][CH3:22].[CH2:25]([NH2:31])CCCCC>>[Cl:1][C:2]1[CH:7]=[CH:6][C:5]([C:8]2([OH:14])[N:31]([CH3:25])[C:11](=[O:12])[CH2:10][CH2:9]2)=[CH:4][C:3]=1[S:15](=[O:24])(=[O:23])[NH:16][CH2:17][CH2:18][CH2:19][CH2:20][CH2:21][CH3:22]. Procedure: The 4-(4-chloro-3-n-hexylsulfamoylphenyl)-4-oxobutanoic acid required is obtained analogously to the instructions indicated in Example 15(a) using 7.5 g of n-hexylamine. Starting materials: C(C)N(C(C)=O)C1=C(C=C(C(=C1)F)[N+](=O)[O-])F (N-ethyl-N-(2,5-difluoro-4-nitrophenyl)acetamide). The solvent is O1CCCC1 (tetrahydrofuran), O1CCCC1 (tetrahydrofuran). Yields the product C(C)N(C1=C(C=C(C(=C1)F)[N+](=O)[O-])F)CC (N,N-diethyl-2,5-difluoro-4-nitroaniline). The yield is 92.0%. Reaction SMILES: [CH2:1]([N:3]([C:7]1[CH:12]=[C:11]([F:13])[C:10]([N+:14]([O-:16])=[O:15])=[CH:9][C:8]=1[F:17])[C:4](=O)[CH3:5])[CH3:2]>O1CCCC1>[CH2:4]([N:3]([CH2:1][CH3:2])[C:7]1[CH:12]=[C:11]([F:13])[C:10]([N+:14]([O-:16])=[O:15])=[CH:9][C:8]=1[F:17])[CH3:5]. Reported procedure: Following procedures similar to those employed in Step E of this Example, the reaction of 4.2 g (0.017 mole) of N-ethyl-N-(2,5-difluoro-4-nitrophenyl)acetamide with 5.1 ml of a 10M borane dimethyl sulfide complex in tetrahydrofuran in 100 ml of dry tetrahydrofuran yielded 3.6 g of N,N-diethyl-2,5-difluoro-4-nitroaniline. The nmr spectrum was consistent with the proposed structure. Reactants: ice water, C(C1=CC=CC=C1)(=O)C1=C(C2=C(S1)C=CC=C2)O (2-benzoylbenzo[b]-thiophen-3-ol), C(C)(=O)[O-].[NH4+] (ammonium acetate). Run in petroleum ether, petroleum ether, CS(=O)C (dimethylsulfoxide). Conditions: time 1 hour. Yields the product N\C(=C\1/C(C2=C(S1)C=CC=C2)=O)\C2=CC=CC=C2 ((E)-2-[(Amino)phenylmethylene]-benzo[b]thiophen-3(2H)-one). As a reaction SMILES: [C:1]([C:9]1[S:13][C:12]2[CH:14]=[CH:15][CH:16]=[CH:17][C:11]=2[C:10]=1[OH:18])(=O)[C:2]1[CH:7]=[CH:6][CH:5]=[CH:4][CH:3]=1.C([O-])(=O)C.[NH4+:23]>CS(C)=O>[NH2:23]/[C:1](/[C:2]1[CH:7]=[CH:6][CH:5]=[CH:4][CH:3]=1)=[C:9]1\[C:10](=[O:18])[C:11]2[CH:17]=[CH:16][CH:15]=[CH:14][C:12]=2[S:13]\1 |f:1.2|. Reported procedure: A mixture of 35.0 gm (0.138 mol) of 2-benzoylbenzo[b]-thiophen-3-ol, 24.0 gm (0.311 mol) of ammonium acetate and 25 cc of dimethylsulfoxide was stirrd for one hour at a reaction temperature of 125° C. The cooled reaction mixture was stirred into a mixture of 150 cc of petroleum ether and 300 cc of ice water. The resulting suspension was filtered with suction, and the filter residue was thoroughly washed with water. For purification purposes, the dried crude product was taken up in 40 cc of ethyl... The reactants are NC1=CC(CCC1)=O (3-aminocyclohex-2-en-1-one), C(CC)(=O)OC (methyl propionate), ClCCl (dichloromethane). Run in CO (methanol). Conditions: time 20 minute. Yields the product N1C(C=CC=2C(CCCC12)=O)=O (7,8-Dihydroquinoline-2,5(1H,6H)-dione). As a reaction SMILES: [NH2:1][C:2]1[CH2:7][CH2:6][CH2:5][C:4](=[O:8])[CH:3]=1.[C:9](OC)(=[O:12])[CH2:10][CH3:11].ClCCl>CO>[NH:1]1[C:2]2[CH2:7][CH2:6][CH2:5][C:4](=[O:8])[C:3]=2[CH:11]=[CH:10][C:9]1=[O:12]. Procedure details: With stirring, 113.79 g (1.02 mol) of 3-aminocyclohex-2-en-1-one and 114.37 ml (1.19 mol) of methyl propionate were heated at 105° C. for 1 hour. The dark homogeneous solution formed was then slowly heated further to 170° C. After 20 min (temperature: 135° C.), a viscous material formed, and there was a marked evolution of gas. After a further 15 min (temperature: 160° C.), the reaction material became even more viscous while the evolution of gas subsided. After a total of 42 min, a temperature ...